The task is: describe an organic reaction: reactants, conditions, products, and yield. This data is from the Open Reaction Database (ORD), a public repository of structured organic reaction records. The reactants are [H-].C(C(C)C)[Al+]CC(C)C (diisobutylaluminum hydride), FC(C1=CC=C2COC(C2=C1)=O)(F)F (6-Trifluoromethyl-3H-isobenzofuran-1-one), [Cl-].[NH4+] (ammonium chloride), C(C)(=O)OCC (ethyl acetate). Run in C1(=CC=CC=C1)C (toluene), C(Cl)Cl (methylene chloride). Conditions: temperature -78 celsius, time 20 minute. Yields the product FC(C1=CC=C2COC(C2=C1)O)(F)F (6-trifluoromethyl-1,3-dihydro-isobenzofuran-1-ol). Yield: 76.1%. RXN SMILES: [F:1][C:2]([F:14])([F:13])[C:3]1[CH:11]=[C:10]2[C:6]([CH2:7][O:8][C:9]2=[O:12])=[CH:5][CH:4]=1.[H-].C([Al+]CC(C)C)C(C)C.[Cl-].[NH4+].C(OCC)(=O)C>C(Cl)Cl.C1(C)C=CC=CC=1>[F:14][C:2]([F:1])([F:13])[C:3]1[CH:11]=[C:10]2[C:6]([CH2:7][O:8][CH:9]2[OH:12])=[CH:5][CH:4]=1 |f:1.2,3.4|. Procedure: 6-Trifluoromethyl-3H-isobenzofuran-1-one (1.77 g) is dissolved in methylene chloride (20 ml) and the mixture is cooled to −78° C., and thereto is added a 1.0M diisobutylaluminum hydride in toluene (19.5 ml) and the mixture is stirred for 1 hour and 20 minutes. The reaction solution is cooled to room temperature, and thereto are added a saturated aqueous ammonium chloride solution and ethyl acetate, and the mixture is separated, and the organic layer is washed with a saturated brine, dried over m... The reactants are O=CN1CCN(c2nc(N3CCOCC3)c3ncnc(S)c3n2)CC1, ClCc1ccccc1, [Na+], [OH-]. Yields the product O=CN1CCN(c2nc(N3CCOCC3)c3ncnc(SCc4ccccc4)c3n2)CC1. As a reaction SMILES: [CH:9](=[O:10])[N:11]1[CH2:12][CH2:13][N:14]([c:17]2[n:18][c:19]([N:28]3[CH2:29][CH2:30][O:31][CH2:32][CH2:33]3)[c:20]3[c:21]([n:22]2)[c:23]([SH:27])[n:24][cH:25][n:26]3)[CH2:15][CH2:16]1.[Cl:1][CH2:2][c:3]1[cH:4][cH:5][cH:6][cH:7][cH:8]1.[Na+:35].[OH-:34]>>[CH2:2]([c:3]1[cH:4][cH:5][cH:6][cH:7][cH:8]1)[S:27][c:23]1[c:21]2[c:20]([c:19]([N:28]3[CH2:29][CH2:30][O:31][CH2:32][CH2:33]3)[n:18][c:17]([N:14]3[CH2:13][CH2:12][N:11]([CH:9]=[O:10])[CH2:16][CH2:15]3)[n:22]2)[n:26][cH:25][n:24]1. Reactants: Cc1ccccc1, O=Cc1ccc([N+](=O)[O-])cc1, OCc1ccc(CO)c(CO)c1. The product is O=[N+]([O-])c1ccc(C2OCc3ccc(CO)cc3CO2)cc1. RXN SMILES: [CH3:24][c:25]1[cH:26][cH:27][cH:28][cH:29][cH:30]1.[N+:13](=[O:14])([O-:15])[c:16]1[cH:17][cH:18][c:19]([CH:20]=[O:21])[cH:22][cH:23]1.[OH:1][CH2:2][c:3]1[cH:4][c:5]([CH2:11][OH:12])[cH:6][cH:7][c:8]1[CH2:9][OH:10]>>[O:1]1[CH2:2][c:3]2[cH:4][c:5]([CH2:11][OH:12])[cH:6][cH:7][c:8]2[CH2:9][O:10][CH:20]1[c:19]1[cH:18][cH:17][c:16]([N+:13](=[O:14])[O-:15])[cH:23][cH:22]1. Reactants: C(C)(C)(C)OC(NC1=C(C=C(C(=C1)N1CCSCC1)C(F)(F)F)N)=O ((2-amino-5-thiomorpholin-4-yl-4-trifluoromethyl-phenyl)-carbamic acid tert.-butyl ester), C(C)(C)(C)OC(CC(=O)C1=CC(=NC=C1)C#N)=O (3-(2-cyano-pyridin-4-yl)-3-oxo-propionic acid tert.-butyl ester). Product: C(C)(C)(C)OC(NC1=C(C=C(C(=C1)N1CCSCC1)C(F)(F)F)NC(CC(=O)C1=CC(=NC=C1)C#N)=O)=O ({2-[3-(2-Cyano-pyridin-4-yl)-3-oxo-propionylamino]-5-thiomorpholin-4-yl-4-trifluoromethyl-phenyl}-carbamic Acid tert.-Butyl Ester), solid. As a reaction SMILES: [C:1]([O:5][C:6](=[O:25])[NH:7][C:8]1[CH:13]=[C:12]([N:14]2[CH2:19][CH2:18][S:17][CH2:16][CH2:15]2)[C:11]([C:20]([F:23])([F:22])[F:21])=[CH:10][C:9]=1[NH2:24])([CH3:4])([CH3:3])[CH3:2].C([O:30][C:31](=O)[CH2:32][C:33]([C:35]1[CH:40]=[CH:39][N:38]=[C:37]([C:41]#[N:42])[CH:36]=1)=[O:34])(C)(C)C>>[C:1]([O:5][C:6](=[O:25])[NH:7][C:8]1[CH:13]=[C:12]([N:14]2[CH2:15][CH2:16][S:17][CH2:18][CH2:19]2)[C:11]([C:20]([F:21])([F:22])[F:23])=[CH:10][C:9]=1[NH:24][C:31](=[O:30])[CH2:32][C:33]([C:35]1[CH:40]=[CH:39][N:38]=[C:37]([C:41]#[N:42])[CH:36]=1)=[O:34])([CH3:4])([CH3:2])[CH3:3]. Reported procedure: The title compound was prepared from (2-amino-5-thiomorpholin-4-yl-4-trifluoromethyl-phenyl)-carbamic acid tert.-butyl ester (Example J7) (189 mg, 0.5 mmol) and 3-(2-cyano-pyridin-4-yl)-3-oxo-propionic acid tert.-butyl ester (Example K3) (150 mg, 0.61 mmol) according to the general procedure M. Obtained as a yellow solid (273 mg). Starting materials: CC(C)(C)[O-], COCCOC, OC1CCC1, ClCCl, Nc1nc(F)nc2c1ncn2C1CCCCO1, [Na+]. The product is Nc1nc(OC2CCC2)nc2c1ncn2C1CCCCO1. Reaction SMILES: [CH3:1][C:2]([CH3:3])([O-:4])[CH3:5].[CH3:29][O:30][CH2:31][CH2:32][O:33][CH3:34].[CH:7]1([OH:11])[CH2:8][CH2:9][CH2:10]1.[Cl:35][CH2:36][Cl:37].[F:12][c:13]1[n:14][c:15]([NH2:28])[c:16]2[n:17][cH:18][n:19]([CH:22]3[O:23][CH2:24][CH2:25][CH2:26][CH2:27]3)[c:20]2[n:21]1.[Na+:6]>>[CH:7]1([O:11][c:13]2[n:14][c:15]([NH2:28])[c:16]3[n:17][cH:18][n:19]([CH:22]4[O:23][CH2:24][CH2:25][CH2:26][CH2:27]4)[c:20]3[n:21]2)[CH2:8][CH2:9][CH2:10]1.